This data is from the Open Reaction Database (ORD), a public repository of structured organic reaction records. The task is: describe an organic reaction: reactants, conditions, products, and yield The reactants are CC(C)n1ncnc1-c1cn2c(n1)-c1ccc(Br)cc1OCC2, CCOC(=O)C(C)(C)n1cc(B2OC(C)(C)C(C)(C)O2)cn1, [Pd]. Yields the product CCOC(=O)C(C)(C)n1cc(-c2ccc3c(c2)OCCn2cc(-c4ncnn4C(C)C)nc2-3)cn1. Reaction SMILES: [Br:1][c:2]1[cH:3][c:4]2[c:5]([cH:22][cH:23]1)-[c:6]1[n:7]([cH:11][c:12](-[c:14]3[n:15][cH:16][n:17][n:18]3[CH:19]([CH3:20])[CH3:21])[n:13]1)[CH2:8][CH2:9][O:10]2.[CH3:24][C:25]([C:26](=[O:27])[O:28][CH2:29][CH3:30])([CH3:31])[n:32]1[n:33][cH:34][c:35]([B:37]2[O:38][C:39]([CH3:40])([CH3:41])[C:42]([CH3:43])([CH3:44])[O:45]2)[cH:36]1.[Pd:46]>>[c:2]1(-[c:35]2[cH:34][n:33][n:32]([C:25]([CH3:24])([C:26](=[O:27])[O:28][CH2:29][CH3:30])[CH3:31])[cH:36]2)[cH:3][c:4]2[c:5]([cH:22][cH:23]1)-[c:6]1[n:7]([cH:11][c:12](-[c:14]3[n:15][cH:16][n:17][n:18]3[CH:19]([CH3:20])[CH3:21])[n:13]1)[CH2:8][CH2:9][O:10]2. Starting materials: BrC1=C(C2=C(N(C(N(C2=O)CCCOC2OCCCC2)=O)C)S1)C=O (6-bromo-1-methyl-2,4-dioxo-3-(3-((tetrahydro-2H-pyran-2-yl)oxy)propyl)-1,2,3,4-tetrahydrothieno[2,3-d]pyrimidine-5-carbaldehyde), BrC1=C(C2=C(N(C(N(C2=O)CCCOC2OCCCC2)=O)C)S1)C=O (6-bromo-1-methyl-2,4-dioxo-3-(3-((tetrahydro-2H-pyran-2-yl)oxy)propyl)-1,2,3,4-tetrahydrothieno[2,3-d]pyrimidine-5-carbaldehyde), ClC1=CC=C(C=C1)[Mg]Br ((4-chlorophenyl)magnesium bromide). The solvent is O (water), C1CCOC1 (THF). Reaction conditions: time 5 minute. Product: BrC1=C(C2=C(N(C(N(C2=O)CCCOC2OCCCC2)=O)C)S1)C(O)C1=CC=C(C=C1)Cl (6-bromo-5-((4-chlorophenyl) (hydroxy)methyl)-1-methyl-3-(3-((tetrahydro-2H-pyran-2-yl)oxy)propyl)thieno[2,3-d]pyrimidine-2,4(1H,3H)-dione). Yield: 51.6%. Reaction SMILES: [Br:1][C:2]1[S:23][C:5]2[N:6]([CH3:22])[C:7](=[O:21])[N:8]([CH2:11][CH2:12][CH2:13][O:14][CH:15]3[CH2:20][CH2:19][CH2:18][CH2:17][O:16]3)[C:9](=[O:10])[C:4]=2[C:3]=1[CH:24]=[O:25].[Cl:26][C:27]1[CH:32]=[CH:31][C:30]([Mg]Br)=[CH:29][CH:28]=1>C1COCC1.O>[Br:1][C:2]1[S:23][C:5]2[N:6]([CH3:22])[C:7](=[O:21])[N:8]([CH2:11][CH2:12][CH2:13][O:14][CH:15]3[CH2:20][CH2:19][CH2:18][CH2:17][O:16]3)[C:9](=[O:10])[C:4]=2[C:3]=1[CH:24]([C:30]1[CH:31]=[CH:32][C:27]([Cl:26])=[CH:28][CH:29]=1)[OH:25]. Reported procedure: To a solution of 6-bromo-1-methyl-2,4-dioxo-3-(3-((tetrahydro-2H-pyran-2-yl)oxy)propyl)-1,2,3,4-tetrahydrothieno[2,3-d]pyrimidine-5-carbaldehyde (See Compound 2, Step 4, 185 mg, 0.428 mmol) in THF (5 mL) was added (4-chlorophenyl)magnesium bromide (0.77 mL, 0.772 mmol). The reaction was stirred for 5 min, diluted with water (10 mL) and extracted with DCM (3×10 mL). The combined organic layers were dried over Na2SO4 and concentrated to a residue which was purified by chromatography eluted with PE... Starting materials: C1(=CC=CC=C1)C(C1=CC=CC=C1)OC(=O)C=1N2C([C@H]([C@H]2SCC1CCl)NC(CC1=C(C=CC(=C1)Cl)Cl)=S)=O ((6R)-trans-3-chloromethyl-7-[(2,5-dichlorophenyl)thioacetamido]-8-oxo-5-thia-1-azabicyclo[4.2.0]oct-2-ene-2-carboxylate diphenylmethyl ester), C1(=CC=CC=C1)OC (anisole), FC(C(=O)O)(F)F (trifluoroacetic acid). Run in C(Cl)Cl (CH2Cl2). Reaction conditions: temperature 0 celsius, time 1 hour. Product: ClCC1=C(N2C([C@H]([C@H]2SC1)NC(CC1=C(C=CC(=C1)Cl)Cl)=S)=O)C(=O)O ((6R)-trans-3-chloromethyl-7-[(2,5-dichlorophenyl)-thioacetamido]-8-oxo-5-thia-1-azabicyclo[4.2.0]oct-2-ene-2-carboxylic acid). Isolated yield 72.8%. Reaction SMILES: C1(C([O:14][C:15]([C:17]2[N:18]3[C@H:21]([S:22][CH2:23][C:24]=2[CH2:25][Cl:26])[C@H:20]([NH:27][C:28](=[S:38])[CH2:29][C:30]2[CH:35]=[C:34]([Cl:36])[CH:33]=[CH:32][C:31]=2[Cl:37])[C:19]3=[O:39])=[O:16])C2C=CC=CC=2)C=CC=CC=1.C1(OC)C=CC=CC=1.FC(F)(F)C(O)=O>C(Cl)Cl>[Cl:26][CH2:25][C:24]1[CH2:23][S:22][C@H:21]2[N:18]([C:19](=[O:39])[C@H:20]2[NH:27][C:28](=[S:38])[CH2:29][C:30]2[CH:35]=[C:34]([Cl:36])[CH:33]=[CH:32][C:31]=2[Cl:37])[C:17]=1[C:15]([OH:16])=[O:14]. Reported procedure: A slurry of (6R)-trans-3-chloromethyl-7-[(2,5-dichlorophenyl)thioacetamido]-8-oxo-5-thia-1-azabicyclo[4.2.0]oct-2-ene-2-carboxylate diphenylmethyl ester (10.0 g, 15.8 mmol) in CH2Cl2 (200 mL) at 0° C. was treated with anisole (24 mL) and then trifluoroacetic acid (80 mL). The resulting solution was stirred for 1 h at 0° C. and then concentrated under reduced pressure. The residue was stirred with Et2O, and the resulting solid was collected by filtration to give 5.20 g of (6R)-trans-3-chloromethy... Reactants: C(C)(=O)C1=CC=C(C=C1)S(=O)(=O)NC1=NC=CC=C1 (4-acetyl-N-pyridin-2-ylbenzenesulfonamide), NC1=C(C=CC=C1)C#CC=1C(=CC(=C(C=O)C1)OC)OC (5-(2-aminophenylethynyl)-2,4-dimethoxybenzaldehyde), C[O-].[Li+] (lithium methoxide). The solvent is CN(C)C=O (DMF), CO (MeOH). Run at time 3 hour. Yields the product NC1=C(C=CC=C1)C#CC=1C(=CC(=C(C1)/C=C/C(=O)C1=CC=C(C=C1)S(=O)(=O)NC1=NC=CC=C1)OC)OC (4-{3E-[5-(2-amino-phenylethynyl)-2,4-dimethoxyphenyl]acryloyl}-N-pyridin-2-yl-benzenesulfonamide). The yield is 83.6%. Reaction SMILES: [C:1]([C:4]1[CH:9]=[CH:8][C:7]([S:10]([NH:13][C:14]2[CH:19]=[CH:18][CH:17]=[CH:16][N:15]=2)(=[O:12])=[O:11])=[CH:6][CH:5]=1)(=[O:3])[CH3:2].[NH2:20][C:21]1[CH:26]=[CH:25][CH:24]=[CH:23][C:22]=1[C:27]#[C:28][C:29]1[C:30]([O:39][CH3:40])=[CH:31][C:32]([O:37][CH3:38])=[C:33]([CH:36]=1)[CH:34]=O.C[O-].[Li+]>CN(C=O)C.CO>[NH2:20][C:21]1[CH:26]=[CH:25][CH:24]=[CH:23][C:22]=1[C:27]#[C:28][C:29]1[C:30]([O:39][CH3:40])=[CH:31][C:32]([O:37][CH3:38])=[C:33](/[CH:34]=[CH:2]/[C:1]([C:4]2[CH:5]=[CH:6][C:7]([S:10]([NH:13][C:14]3[CH:19]=[CH:18][CH:17]=[CH:16][N:15]=3)(=[O:12])=[O:11])=[CH:8][CH:9]=2)=[O:3])[CH:36]=1 |f:2.3|. Reported procedure: Ex-57A: A solution of 4-acetyl-N-pyridin-2-ylbenzenesulfonamide (Ex-5A, 451 mg, 1.63 mmol) and 5-(2-aminophenylethynyl)-2,4-dimethoxybenzaldehyde (Ex-35C, 459 mg, 1.63 mmol) in DMF (10.0 mL) and MeOH (5.0 mL) was treated with lithium methoxide (248 mg, 6.52 mmol). The reaction mixture was stirred at room temperature for 3 h under nitrogen, quenched with water (50 mL), and extracted with (3:1) ethyl acetate/THF (4×30 mL). The combined organic phase was brined, dried over sodium sulfate, and conce... RXN SMILES: [CH2:1]([CH3:2])[O:3][C:4]([CH2:5][CH:6]([NH:7][C:8]([CH2:9][N:10]([CH:11]1[CH2:12][CH2:13]1)[C:14]([CH2:15][CH2:16][CH2:17][c:18]1[c:19]([NH2:31])[c:20]([C:24](=[O:25])[O:26][C:27]([CH3:28])([CH3:29])[CH3:30])[n:21][cH:22][cH:23]1)=[O:32])=[O:33])[CH2:34][CH2:35][c:36]1[cH:37][nH:38][c:39]2[cH:40][cH:41][cH:42][cH:43][c:44]12)=[O:45].[CH3:48][CH2:49][OH:50].[CH3:51][CH2:52][O:53][C:54]([CH3:55])=[O:56].[Na+:47].[OH-:46]>>[O:3]=[C:4]([CH2:5][CH:6]([NH:7][C:8]([CH2:9][N:10]([CH:11]1[CH2:12][CH2:13]1)[C:14]([CH2:15][CH2:16][CH2:17][c:18]1[c:19]([NH2:31])[c:20]([C:24](=[O:25])[O:26][C:27]([CH3:28])([CH3:29])[CH3:30])[n:21][cH:22][cH:23]1)=[O:32])=[O:33])[CH2:34][CH2:35][c:36]1[cH:37][nH:38][c:39]2[cH:40][cH:41][cH:42][cH:43][c:44]12)[OH:45]. Yields the product CC(C)(C)OC(=O)c1nccc(CCCC(=O)N(CC(=O)NC(CCc2c[nH]c3ccccc23)CC(=O)O)C2CC2)c1N. Reactants: CCOC(=O)CC(CCc1c[nH]c2ccccc12)NC(=O)CN(C(=O)CCCc1ccnc(C(=O)OC(C)(C)C)c1N)C1CC1, CCO, CCOC(C)=O, [Na+], [OH-]. The reactants are C(C1=CC=CC=C1)OC(=O)C[C@@H](C(=O)N1[C@@H](CC2=CC=CC=C12)C(=O)OC)NC(C(F)(F)F)=O (methyl 1-[(S)-3-(benzyloxycarbonyl)-2-(trifluoroacetylamino)propionyl]-2,3-dihydroindole-2-(S)-carboxylate). Reagents/catalysts: [Pd] (palladium on carbon). Solvent: C(C)(=O)OCC (ethyl acetate). The product is C(=O)(O)C[C@@H](C(=O)N1[C@@H](CC2=CC=CC=C12)C(=O)OC)NC(C(F)(F)F)=O (methyl 1-[(S)-3-carboxy-2-(trifluoroacetylamino)-propionyl]-2,3-dihydroindole-2-(S)-carboxylate). As a reaction SMILES: C([O:8][C:9]([CH2:11][C@H:12]([NH:28][C:29](=[O:34])[C:30]([F:33])([F:32])[F:31])[C:13]([N:15]1[C:23]2[C:18](=[CH:19][CH:20]=[CH:21][CH:22]=2)[CH2:17][C@H:16]1[C:24]([O:26][CH3:27])=[O:25])=[O:14])=[O:10])C1C=CC=CC=1>C(OCC)(=O)C.[Pd]>[C:9]([CH2:11][C@H:12]([NH:28][C:29](=[O:34])[C:30]([F:33])([F:32])[F:31])[C:13]([N:15]1[C:23]2[C:18](=[CH:19][CH:20]=[CH:21][CH:22]=2)[CH2:17][C@H:16]1[C:24]([O:26][CH3:27])=[O:25])=[O:14])([OH:10])=[O:8]. Procedure: A solution of methyl 1-[(S)-3-(benzyloxycarbonyl)-2-(trifluoroacetylamino)propionyl]-2,3-dihydroindole-2-(S)-carboxylate (30.1 g, 63 mmol) in ethyl acetate (450 mL) is hydrogenated on the Parr apparatus at 50 psi in the presence of 10% palladium on carbon (15 g) for 105 minutes. The catalyst is filtered off and the filtrate is concentrated under reduced pressure. The residue is partitioned between ether (350 mL) and water (100 mL). The organic layer is washed successively with 1N HCl (100 mL) an... Reactants: ClCCl, ClI, N#Cc1ccc(N)c(F)c1, [Na+], [Na+], O=S([O-])([O-])=S. Yields the product N#Cc1cc(F)c(N)c(I)c1. As a reaction SMILES: [CH2:20]([Cl:21])[Cl:22].[I:11][Cl:12].[NH2:1][c:2]1[c:3]([F:10])[cH:4][c:5]([C:6]#[N:7])[cH:8][cH:9]1.[Na+:18].[Na+:19].[S:13]([O-:14])([O-:15])(=[O:16])=[S:17]>>[NH2:1][c:2]1[c:3]([F:10])[cH:4][c:5]([C:6]#[N:7])[cH:8][c:9]1[I:11]. The reactants are COC=1C=CC2=C(SC(=C2C(=O)C2=CC=C(C=C2)F)C2=CC=C(C=C2)OCCN2CCCC2)C1 (4-fluorophenyl 6-methoxy-2-[4-[2-(1-pyrrolidinyl)ethoxy]phenyl]benzo[b]thiophen-3-yl ketone), CN([C@H]1[C@@H](CCCC1)O)C ((±)-trans-2-(dimethylamino)cyclohexanol). Yields the product COC=1C=CC2=C(SC(=C2C(=O)C2=CC=C(C=C2)O[C@H]2[C@@H](CCCC2)N(C)C)C2=CC=C(C=C2)OCCN2CCCC2)C1 ((±)-4-[[trans-2-(Dimethylamino)cyclohexyl]oxy]phenyl 6-Methoxy-2-[4-[2-(1-pyrrolidinyl)ethoxy]phenyl]benzo[b]thiophen-3-yl Ketone). Isolated yield 77.0%. RXN SMILES: [CH3:1][O:2][C:3]1[CH:4]=[CH:5][C:6]2[C:10]([C:11]([C:13]3[CH:18]=[CH:17][C:16](F)=[CH:15][CH:14]=3)=[O:12])=[C:9]([C:20]3[CH:25]=[CH:24][C:23]([O:26][CH2:27][CH2:28][N:29]4[CH2:33][CH2:32][CH2:31][CH2:30]4)=[CH:22][CH:21]=3)[S:8][C:7]=2[CH:34]=1.[CH3:35][N:36]([CH3:44])[C@@H:37]1[CH2:42][CH2:41][CH2:40][CH2:39][C@H:38]1[OH:43]>>[CH3:1][O:2][C:3]1[CH:4]=[CH:5][C:6]2[C:10]([C:11]([C:13]3[CH:18]=[CH:17][C:16]([O:43][C@@H:38]4[CH2:39][CH2:40][CH2:41][CH2:42][C@H:37]4[N:36]([CH3:44])[CH3:35])=[CH:15][CH:14]=3)=[O:12])=[C:9]([C:20]3[CH:25]=[CH:24][C:23]([O:26][CH2:27][CH2:28][N:29]4[CH2:33][CH2:32][CH2:31][CH2:30]4)=[CH:22][CH:21]=3)[S:8][C:7]=2[CH:34]=1. Procedure details: The title compound was prepared in 77% yield by essentially following the procedures outlined in Example 72, Part E, from 4-fluorophenyl 6-methoxy-2-[4-[2-(1-pyrrolidinyl)ethoxy]phenyl]benzo[b]thiophen-3-yl ketone (Example 59, Part A) and (±)-trans-2-(dimethylamino)cyclohexanol (Part A). The reactants are C=CCc1cc(C(=O)OC)ccc1O, CC(=O)OC(C)=O, c1ccncc1. Product: C=CCc1cc(C(=O)OC)ccc1OC(C)=O. RXN SMILES: [CH2:8]([CH:9]=[CH2:10])[c:11]1[cH:12][c:13]([C:14](=[O:15])[O:16][CH3:17])[cH:18][cH:19][c:20]1[OH:21].[CH3:1][C:2](=[O:3])[O:4][C:5](=[O:6])[CH3:7].[cH:22]1[cH:23][cH:24][n:25][cH:26][cH:27]1>>[CH3:1][C:2](=[O:3])[O:21][c:20]1[c:11]([CH2:8][CH:9]=[CH2:10])[cH:12][c:13]([C:14](=[O:15])[O:16][CH3:17])[cH:18][cH:19]1. The reactants are COc1nccc(C)c1Br, O=C([O-])[O-], C1COCCO1, COc1ccc(Cn2c(=O)c3cnn(C4CCOCC4)c3c3ccc(B4OC(C)(C)C(C)(C)O4)cc32)c(OC)c1, [Cs+], [Cs+], O, c1ccc(P(c2ccccc2)(c2ccccc2)[Pd](P(c2ccccc2)(c2ccccc2)c2ccccc2)(P(c2ccccc2)(c2ccccc2)c2ccccc2)P(c2ccccc2)(c2ccccc2)c2ccccc2)cc1. Yields the product COc1ccc(Cn2c(=O)c3cnn(C4CCOCC4)c3c3ccc(-c4c(C)ccnc4OC)cc32)c(OC)c1. Reaction SMILES: [Br:41][c:42]1[c:43]([O:49][CH3:50])[n:44][cH:45][cH:46][c:47]1[CH3:48].[C:51](=[O:52])([O-:53])[O-:54].[CH2:58]1[O:59][CH2:60][CH2:61][O:62][CH2:63]1.[CH3:1][O:2][c:3]1[c:4]([CH2:5][n:6]2[c:7](=[O:34])[c:8]3[c:9]([c:10]4[cH:11][cH:12][c:13]([B:16]5[O:17][C:18]([CH3:19])([CH3:20])[C:21]([CH3:22])([CH3:23])[O:24]5)[cH:14][c:15]24)[n:25]([CH:28]2[CH2:29][CH2:30][O:31][CH2:32][CH2:33]2)[n:26][cH:27]3)[cH:35][cH:36][c:37]([O:39][CH3:40])[cH:38]1.[Cs+:55].[Cs+:56].[OH2:57].[cH:64]1[cH:65][cH:66][c:67]([P:68]([Pd:69]([P:70]([c:71]2[cH:72][cH:73][cH:74][cH:75][cH:76]2)([c:77]2[cH:78][cH:79][cH:80][cH:81][cH:82]2)[c:83]2[cH:84][cH:85][cH:86][cH:87][cH:88]2)([P:89]([c:90]2[cH:91][cH:92][cH:93][cH:94][cH:95]2)([c:96]2[cH:97][cH:98][cH:99][cH:100][cH:101]2)[c:102]2[cH:103][cH:104][cH:105][cH:106][cH:107]2)[P:108]([c:109]2[cH:110][cH:111][cH:112][cH:113][cH:114]2)([c:115]2[cH:116][cH:117][cH:118][cH:119][cH:120]2)[c:121]2[cH:122][cH:123][cH:124][cH:125][cH:126]2)([c:127]2[cH:128][cH:129][cH:130][cH:131][cH:132]2)[c:133]2[cH:134][cH:135][cH:136][cH:137][cH:138]2)[cH:139][cH:140]1>>[CH3:1][O:2][c:3]1[c:4]([CH2:5][n:6]2[c:7](=[O:34])[c:8]3[c:9]([c:10]4[cH:11][cH:12][c:13](-[c:42]5[c:43]([O:49][CH3:50])[n:44][cH:45][cH:46][c:47]5[CH3:48])[cH:14][c:15]24)[n:25]([CH:28]2[CH2:29][CH2:30][O:31][CH2:32][CH2:33]2)[n:26][cH:27]3)[cH:35][cH:36][c:37]([O:39][CH3:40])[cH:38]1.